Dataset: the Open Reaction Database (ORD), a public repository of structured organic reaction records. Task: describe an organic reaction: reactants, conditions, products, and yield The reactants are BrC=1N=CN(C1)C1=C(C=C(C(=O)O)C=C1)OC (4-(4-bromo-1H-imidazol-1-yl)-3-methoxybenzoic acid), C[Si](C)(C)C=[N+]=[N-] (trimethylsilyldiazomethane), C[Si](C)(C)C=[N+]=[N-] (trimethylsilyldiazomethane). The solvent is C1(=CC=CC=C1)C (toluene), CO (methanol). Reaction conditions: time 2 hour. The product is BrC=1N=CN(C1)C1=C(C=C(C(=O)OC)C=C1)OC (methyl 4-(4-bromo-1H-imidazol-1-yl)-3-methoxybenzoate). As a reaction SMILES: [Br:1][C:2]1[N:3]=[CH:4][N:5]([C:7]2[CH:15]=[CH:14][C:10]([C:11]([OH:13])=[O:12])=[CH:9][C:8]=2[O:16][CH3:17])[CH:6]=1.[CH3:18][Si](C=[N+]=[N-])(C)C>C1(C)C=CC=CC=1.CO>[Br:1][C:2]1[N:3]=[CH:4][N:5]([C:7]2[CH:15]=[CH:14][C:10]([C:11]([O:13][CH3:18])=[O:12])=[CH:9][C:8]=2[O:16][CH3:17])[CH:6]=1. Procedure: To a mixture of 4-(4-bromo-1H-imidazol-1-yl)-3-methoxybenzoic acid (1.90 g) in toluene (20 mL) and methanol (5 mL) was added trimethylsilyldiazomethane (2M hexane solution, 3.84 mL) at 0° C., and the mixture was stirred at room temperature for 2 hr. To the reaction mixture was added trimethylsilyldiazomethane (2M hexane solution, 0.96 mL), the mixture was stirred for 1 hr, and the solvent was evaporated under reduced pressure. The residue was recrystallized from ethyl acetate/hexane to give the ... Starting materials: C(N)(=N)C1=CC(=C(OCC(=O)O)C=C1)OC (4-amidino-2-methoxy-phenoxyacetic acid), S(=O)(Cl)Cl (thionyl chloride), CN(C=O)C (dimethylformamide). Solvent: C1=CC=CC=C1 (benzene). Reaction conditions: time 2 hour. The product is Cl.C(N)(=N)C1=CC(=C(OCC(=O)Cl)C=C1)OC (4-amidino-2-methoxy-phenoxyacetyl chloride-hydrochloride). As a reaction SMILES: [C:1]([C:4]1[CH:14]=[CH:13][C:7]([O:8][CH2:9][C:10](O)=[O:11])=[C:6]([O:15][CH3:16])[CH:5]=1)(=[NH:3])[NH2:2].CN(C)C=O.S(Cl)([Cl:24])=O>C1C=CC=CC=1>[ClH:24].[C:1]([C:4]1[CH:14]=[CH:13][C:7]([O:8][CH2:9][C:10]([Cl:24])=[O:11])=[C:6]([O:15][CH3:16])[CH:5]=1)(=[NH:3])[NH2:2] |f:4.5|. Reported procedure: A suspension of 6.15 g of 4-amidino-2-methoxy-phenoxyacetic acid in 60 ml of benzene and 10 ml of thionyl chloride was combined with 0.2 ml of dimethylformamide and heated. After 2 hours at 65° C, a well stirrable, colorless suspension had formed. The precipitate was isolated, washed with benzene and di-isopropylether and dried. 6.5 g of 4-amidino-2-methoxy-phenoxyacetyl chloride-hydrochloride melting at 155° to 156° C (decomposition) were obtained. Starting materials: βGal(1→3/4)βGlcNAc, CC(=O)N[C@@H]1[C@H](C[C@](O[C@H]1[C@@H]([C@@H](CO)O)O)(C(=O)O)OP(=O)(O)OC[C@@H]2[C@H]([C@H]([C@@H](O2)N3C=CC(=NC3=O)N)O)O)O (CMP-sialic acid), βGal(1→3)βGlcNAc -OR, O=C[C@H](O)[C@@H](O)[C@@H](O)[C@H](O)CO (galactose), OC(=O)C1(O)C[C@H](O)[C@@H](NC(=O)C)[C@@H](O1)[C@H](O)[C@H](O)CO (Neu5Ac), CC(=O)NC1C(CC(OC1C(C(CO)O)O)(C(=O)O)OP(=O)([O-])OC[C@@H]2[C@H]([C@H]([C@@H](O2)N3C=CC(=NC3=O)N)O)O)O.[Na+] (CMP-Neu5Ac), sialic acid. Product: OC(=O)[C@@]1(O[C@@H]2[C@H]([C@H](O)O[C@@H]([C@@H]2O)CO)O)C[C@H](O)[C@@H](NC(=O)C)[C@@H](O1)[C@H](O)[C@H](O)CO (αNeu5Ac(2→3)βGal). RXN SMILES: [CH3:1][C:2]([NH:4][C@H:5]1[C@H:10]([C@H:11]([OH:16])[C@H:12]([OH:15])[CH2:13][OH:14])[O:9][C@:8]([O:20]P(OC[C@H]2O[C@@H](N3C(=O)N=C(N)C=C3)[C@H](O)[C@@H]2O)(O)=O)([C:17]([OH:19])=[O:18])[CH2:7][C@@H:6]1[OH:41])=[O:3].OC(C1(O[C@@H]([C@@H]([C@@H](CO)O)O)[C@H](NC(C)=O)[C@@H](O)C1)O)=O.CC(NC1C(C(O)C(O)CO)OC(OP(OC[C@H]2O[C@@H](N3C(=O)N=C(N)C=C3)[C@H](O)[C@@H]2O)([O-])=O)(C(O)=O)CC1O)=O.[Na+].[O:105]=[CH:106][C@@H:107]([C@H:109]([C@H:111]([C@@H:113]([CH2:115][OH:116])[OH:114])[OH:112])O)[OH:108]>>[OH:19][C:17]([C@@:8]1([O:9][C@@H:10]([C@@H:11]([C@@H:12]([CH2:13][OH:14])[OH:15])[OH:16])[C@H:5]([NH:4][C:2]([CH3:1])=[O:3])[C@@H:6]([OH:41])[CH2:7]1)[O:20][C@H:109]1[C@@H:111]([OH:112])[C@@H:113]([CH2:115][OH:116])[O:114][C@@H:106]([OH:105])[C@@H:107]1[OH:108])=[O:18] |f:2.3|. Procedure details: The resulting CMP-sialic acid analogue (which in FIG. 3 is illustrated as the CKP derivative of Neu5Ac, i.e., CMP-Neu5Ac) is then combined with the derivatized βGal(1→3)βGlcNAc--OR compound in the presence of the βGal(1→3/4)βGlcNAc α(2→3)sialyltransferase under conditions wherein sialic acid is transferred to the 3 position of the galactose to form a αNeu5Ac(2→3)βGal linkage. Suitable conditions, known in the art, include the addition of the sialyltransferase to a mixture of the derivatized βGal... Starting materials: CO, C=C(C)C1NC(=O)CC(c2cc(Cl)ccc2[N+](=O)[O-])C12C(=O)Nc1cc(Cl)ccc12. Yields the product C=C(C)C1NC(=O)CC(c2cc(Cl)ccc2N)C12C(=O)Nc1cc(Cl)ccc12. RXN SMILES: [CH3:31][OH:32].[Cl:1][c:2]1[cH:3][cH:4][c:5]2[c:9]([cH:10]1)[NH:8][C:7](=[O:11])[C:6]21[CH:12]([C:28](=[CH2:29])[CH3:30])[NH:13][C:14](=[O:27])[CH2:15][CH:16]1[c:17]1[c:18]([N+:24]([O-:25])=[O:26])[cH:19][cH:20][c:21]([Cl:23])[cH:22]1>>[Cl:1][c:2]1[cH:3][cH:4][c:5]2[c:9]([cH:10]1)[NH:8][C:7](=[O:11])[C:6]21[CH:12]([C:28](=[CH2:29])[CH3:30])[NH:13][C:14](=[O:27])[CH2:15][CH:16]1[c:17]1[c:18]([NH2:24])[cH:19][cH:20][c:21]([Cl:23])[cH:22]1. The reactants are solution, [H-].COCCO[Al+]OCCOC.[Na+].[H-] (sodium bis(2-methoxyethoxy)aluminum hydride), N[C@]12CC=CC[C@H]2C(N(C1)[C@H](C)C1=CC=CC=C1)=O ((1S,6R)-1-amino-7-oxo-8-[(1R)-1-phenylethyl]-8-azabicyclo[4.3.0]non-3-ene), [OH-].[Na+] (sodium hydroxide). The solvent is C1(=CC=CC=C1)C (toluene), C1(=CC=CC=C1)C (toluene). Run at temperature 80 celsius, time 1 hour. The product is N[C@]12CC=CC[C@H]2CN(C1)[C@H](C)C1=CC=CC=C1 ((1S,6S)-1-Amino-8-[(1R)-1-phenylethyl]-8-azabicyclo[4.3.0]non-3-ene). Isolated yield 77.7%. RXN SMILES: [H-].COCCO[Al+]OCCOC.[Na+].[H-].[NH2:15][C@:16]12[CH2:24][N:23]([C@@H:25]([C:27]3[CH:32]=[CH:31][CH:30]=[CH:29][CH:28]=3)[CH3:26])[C:22](=O)[C@@H:21]1[CH2:20][CH:19]=[CH:18][CH2:17]2.[OH-].[Na+]>C1(C)C=CC=CC=1>[NH2:15][C@:16]12[CH2:24][N:23]([C@@H:25]([C:27]3[CH:28]=[CH:29][CH:30]=[CH:31][CH:32]=3)[CH3:26])[CH2:22][C@@H:21]1[CH2:20][CH:19]=[CH:18][CH2:17]2 |f:0.1.2.3,5.6|. Reported procedure: A 65% solution of sodium bis(2-methoxyethoxy)aluminum hydride in toluene (2.87 mL, 9.56 mmol) was added to a solution of (1S,6R)-1-amino-7-oxo-8-[(1R)-1-phenylethyl]-8-azabicyclo[4.3.0]non-3-ene (612 mg, 2.39 mmol) in toluene (11.9 mL), and the mixture was stirred at 80° C. for one hour. A 5 mol/L sodium hydroxide solution (15.0 mL) was added to the reaction solution with stirring under ice-cooling, followed by extraction with toluene (30 mL×2). The organic layer was washed with brine (90 ml) an... Reactants: CN(C)c1ccncc1, Cc1ccccc1, CCOC(C)=O, CCN(C(C)C)C(C)C, CC(O)(CO)Cn1cc([N+](=O)[O-])nc1Cl, O=C(Cl)N1CCN(Cc2ccc(Cl)cc2)CC1. Yields the product CC(O)(COC(=O)N1CCN(Cc2ccc(Cl)cc2)CC1)Cn1cc([N+](=O)[O-])nc1Cl. As a reaction SMILES: [CH3:42][N:43]([CH3:44])[c:45]1[cH:46][cH:47][n:48][cH:49][cH:50]1.[CH3:51][c:52]1[cH:53][cH:54][cH:55][cH:56][cH:57]1.[CH3:58][CH2:59][O:60][C:61](=[O:62])[CH3:63].[CH:16]([N:17]([CH2:18][CH3:19])[CH:20]([CH3:21])[CH3:22])([CH3:23])[CH3:24].[Cl:1][c:2]1[n:3]([CH2:10][C:11]([CH2:12][OH:13])([CH3:14])[OH:15])[cH:4][c:5]([N+:7](=[O:8])[O-:9])[n:6]1.[Cl:25][c:26]1[cH:27][cH:28][c:29]([CH2:30][N:31]2[CH2:32][CH2:33][N:34]([C:37](=[O:38])[Cl:39])[CH2:35][CH2:36]2)[cH:40][cH:41]1>>[Cl:1][c:2]1[n:3]([CH2:10][C:11]([CH2:12][O:13][C:37]([N:34]2[CH2:33][CH2:32][N:31]([CH2:30][c:29]3[cH:28][cH:27][c:26]([Cl:25])[cH:41][cH:40]3)[CH2:36][CH2:35]2)=[O:38])([CH3:14])[OH:15])[cH:4][c:5]([N+:7](=[O:8])[O-:9])[n:6]1. The reactants are O1CCC2=C1C=CC=C2 (2,3-Dihydrobenzofuran), OC(C(=O)O)NC(=O)C1=CC=CC=C1 (α-hydroxy-hippuric acid), O (water). Solvent: OS(=O)(=O)O (H2SO4). Run at time 0.5 hour. The product is C(C1=CC=CC=C1)(=O)NC(C(=O)O)C=1C=CC2=C(CCO2)C1 (α-benzamido(2,3-dihydro-5-benzofuranyl)acetic acid). The yield is 94.0%. As a reaction SMILES: [O:1]1[C:5]2[CH:6]=[CH:7][CH:8]=[CH:9][C:4]=2[CH2:3][CH2:2]1.O[CH:11]([NH:15][C:16]([C:18]1[CH:23]=[CH:22][CH:21]=[CH:20][CH:19]=1)=[O:17])[C:12]([OH:14])=[O:13].O>OS(O)(=O)=O>[C:16]([NH:15][CH:11]([C:8]1[CH:7]=[CH:6][C:5]2[O:1][CH2:2][CH2:3][C:4]=2[CH:9]=1)[C:12]([OH:14])=[O:13])(=[O:17])[C:18]1[CH:23]=[CH:22][CH:21]=[CH:20][CH:19]=1. Reported procedure: 2,3-Dihydrobenzofuran (4.8 g, 40 mmole) is stirred with 9.0 g (40 mmole) of α-hydroxy-hippuric acid in 200 ml of 10% H2SO4 -90% acetic acid mixture. The reaction is run at room temperature for 0.5 hour. After the half-hour, the reaction mixture is poured into 500 ml of water. The aqueous solution is extracted with ethyl acetate (4×100 ml). The ethyl acetate extracts are dried over magnesium sulfate and then evaporated to give α-benzamido(2,3-dihydro-5-benzofuranyl)acetic acid. Recrystallization ...